describe an organic reaction: reactants, conditions, products, and yield From a dataset of the Open Reaction Database (ORD), a public repository of structured organic reaction records. Reactants: CC#N, O=C1CCC(=O)N1Br, CCOC(=O)N1CCCc2sccc2C1. Yields the product CCOC(=O)N1CCCc2sc(Br)cc2C1. Reaction SMILES: [CH3:24][C:25]#[N:26].[O:16]=[C:17]1[N:18]([Br:23])[C:19](=[O:20])[CH2:21][CH2:22]1.[s:1]1[cH:2][cH:3][c:4]2[c:10]1[CH2:9][CH2:8][CH2:7][N:6]([C:11](=[O:12])[O:13][CH2:14][CH3:15])[CH2:5]2>>[s:1]1[c:2]([Br:23])[cH:3][c:4]2[c:10]1[CH2:9][CH2:8][CH2:7][N:6]([C:11](=[O:12])[O:13][CH2:14][CH3:15])[CH2:5]2. RXN SMILES: C([O:4][CH2:5][CH2:6][CH2:7][CH2:8][CH2:9][CH2:10][N:11]1[C:20]2[C:15](=[CH:16][C:17]([CH:21]=O)=[CH:18][CH:19]=2)[CH2:14][CH2:13][CH2:12]1)(=O)C.[Br-].[O:24]1CCO[CH:25]1[CH2:29][P+](CCCC)(CCCC)CCCC.CC(C)([O-])C.[K+].[Cl-].[Na+]>CN(C)C=O.Cl.O>[OH:4][CH2:5][CH2:6][CH2:7][CH2:8][CH2:9][CH2:10][N:11]1[C:20]2[C:15](=[CH:16][C:17]([CH:21]=[CH:29][CH:25]=[O:24])=[CH:18][CH:19]=2)[CH2:14][CH2:13][CH2:12]1 |f:1.2,3.4,5.6|. The reactants are C(C)(=O)OCCCCCCN1CCCC2=CC(=CC=C12)C=O (N-acetoxyhexyl-1,2,3,4-tetrahydroquinoline-6-carboxaldehyde), [Br-].O1C(OCC1)C[P+](CCCC)(CCCC)CCCC (1,3-dioxolan-2-ylmethyltributylphosphonium bromide), [Cl-].[Na+] (sodium chloride), CC(C)([O-])C.[K+] (Potassium t-butoxide). Reported procedure: To a solution 30.3 g (0.1 mole) of N-acetoxyhexyl-1,2,3,4-tetrahydroquinoline-6-carboxaldehyde in dimethylformamide is added 7.4 g (0.2 mole) of 1,3-dioxolan-2-ylmethyltributylphosphonium bromide in dimethylformamide with magnetic stirring, and the mixture is heated at 90° C. Potassium t-butoxide (22.4 g, 0.2 mole) is added, and heating is continued at 90° C. for 16 hours. After cooling to room temperature, the solution is poured into a seven-fold excess of water. The aqueous mixture is saturate... Yields the product OCCCCCCN1CCCC2=CC(=CC=C12)C=CC=O (3-(N-hydroxyhexyl-1,2,3,4-tetrahydroquinolin-6-yl)acrolein). The solvent is O (water), CN(C=O)C (dimethylformamide), CN(C=O)C (dimethylformamide), Cl (HCl). Reaction conditions: temperature 90 celsius, time 16 hour. The product is CC1=CC=C(OC2=C(C=CC=C2)C(=O)N)C=C1 (2-(4-methylphenoxy)-benzenecarboxamide). Solvent: C1=CC=CC=C1 (benzene). The reactants are acid chloride, N (ammonia), CC1=CC=C(OC2=C(C(=O)O)C=CC=C2)C=C1 (2-[4-Methylphenoxy]benzoic acid), acid chloride, P(Cl)(Cl)Cl (phosphorous trichloride). As a reaction SMILES: [CH3:1][C:2]1[CH:17]=[CH:16][C:5]([O:6][C:7]2[CH:15]=[CH:14][CH:13]=[CH:12][C:8]=2[C:9](O)=[O:10])=[CH:4][CH:3]=1.P(Cl)(Cl)Cl.[NH3:22]>C1C=CC=CC=1>[CH3:1][C:2]1[CH:17]=[CH:16][C:5]([O:6][C:7]2[CH:15]=[CH:14][CH:13]=[CH:12][C:8]=2[C:9]([NH2:22])=[O:10])=[CH:4][CH:3]=1. Procedure: 2-[4-Methylphenoxy]benzoic acid, prepared as described by D. J. Carini in J. Medicinal Chem., 33, 1330- (1990), is converted to the corresponding acid chloride with phosphorous trichloride in benzene. The acid chloride is reacted with ammonia to give 2-(4-methylphenoxy)-benzenecarboxamide. The carboxamide is then dehydrated by treatment with thionyl chloride to give 2-(4'-methylphenoxy)benzonitrile. The reactants are FC1=CC=C(C=C1)C(C#N)C(C1=CC=NC=C1)=O (2-(4-fluorophenyl)-3-oxo-3-(pyridin-4-yl)propanenitrile), O.NN (hydrazine monohydrate), C(C)(=O)O (acetic acid). Solvent: C1=CC=CC=C1 (benzene). Yields the product NC1=C(C(=NN1)C1=CC=NC=C1)C1=CC=C(C=C1)F (5-amino-4-(4-fluorophenyl)-3-(pyridin-4-yl)pyrazole). RXN SMILES: [F:1][C:2]1[CH:7]=[CH:6][C:5]([CH:8]([C:11](=O)[C:12]2[CH:17]=[CH:16][N:15]=[CH:14][CH:13]=2)[C:9]#[N:10])=[CH:4][CH:3]=1.O.[NH2:20][NH2:21].C(O)(=O)C>C1C=CC=CC=1>[NH2:10][C:9]1[NH:21][N:20]=[C:11]([C:12]2[CH:17]=[CH:16][N:15]=[CH:14][CH:13]=2)[C:8]=1[C:5]1[CH:6]=[CH:7][C:2]([F:1])=[CH:3][CH:4]=1 |f:1.2|. Procedure details: A mixture of 2-(4-fluorophenyl)-3-oxo-3-(pyridin-4-yl)propanenitrile (10 g), hydrazine monohydrate (2.4 ml) and acetic acid (5.2 ml) in dry benzene (100 ml) was refluxed for 4 hours. The reaction mixture was cooled and extracted with 3N-hydrochloric acid (80 ml×3). The extracts were concentrated in vacuo to 100 ml of the volume and the solution was neutralized with aqueous ammonia solution. The separated solid was collected, washed with water and dried to give 5-amino-4-(4-fluorophenyl)-3-(pyrid... Reactants: BrC1=C(C=CC(=C1)C(C)C)Cl (2-bromo-1-chloro-4-isopropylbenzene), C(CCC)[Li] (n-butyl lithium), B(OC)(OC)OC (Trimethyl borate). Solvent: C1CCOC1 (THF). Conditions: temperature -78 celsius, time 30 minute. Product: ClC1=C(C=C(C=C1)C(C)C)B(O)O ((2-chloro-5-isopropylphenyl)boronic acid). Reaction SMILES: Br[C:2]1[CH:7]=[C:6]([CH:8]([CH3:10])[CH3:9])[CH:5]=[CH:4][C:3]=1[Cl:11].C([Li])CCC.[B:17](OC)([O:20]C)[O:18]C>C1COCC1>[Cl:11][C:3]1[CH:4]=[CH:5][C:6]([CH:8]([CH3:10])[CH3:9])=[CH:7][C:2]=1[B:17]([OH:20])[OH:18]. Procedure: To a solution of 2-bromo-1-chloro-4-isopropylbenzene (0.37 g, 1-59 mmol) in dry THF (5 mL) at −78° C., n-butyl lithium (0.76 mL, 1.90 mmol, 2.5 M) was added. The solution was stirred at −78° C. for 30 min. Trimethyl borate (0.53 mL, 4.76 mmol) was added. The solution was stirred at −78° C. for 2.5 h. The reaction was quenched with saturated aqueous NH4Cl. The aqueous layer was extracted with EtOAc (3×15 mL). The combined EtOAc layers were dried over Na2SO4. The residue was used without further p... The reactants are 80, Br.Br.N1(CCNCC1)C=1C=C(C=CC1)O (3-(1-piperazinyl)phenol dihydrobromide), O (water), C(O)([O-])=O.[Na+] (sodium hydrogen carbonate), C(C)(=O)OC(C)=O (acetic acid anhydride). The solvent is ClC(Cl)Cl (trichloromethane). Run at temperature 10 celsius, time 3 hour. The product is 37, C(C)(=O)N1CCN(CC1)C1=CC(=CC=C1)O (1-acetyl-4-(3-hydroxyphenyl)piperazine). The yield is 70.0%. As a reaction SMILES: Br.Br.[N:3]1([C:9]2[CH:10]=[C:11]([OH:15])[CH:12]=[CH:13][CH:14]=2)[CH2:8][CH2:7][NH:6][CH2:5][CH2:4]1.O.C(=O)([O-])O.[Na+].[C:22](OC(=O)C)(=[O:24])[CH3:23]>ClC(Cl)Cl>[C:22]([N:6]1[CH2:5][CH2:4][N:3]([C:9]2[CH:14]=[CH:13][CH:12]=[C:11]([OH:15])[CH:10]=2)[CH2:8][CH2:7]1)(=[O:24])[CH3:23] |f:0.1.2,4.5|. Procedure details: To a stirred solution of 80 parts of 3-(1-piperazinyl)phenol dihydrobromide in 360 parts of water and 180 parts of trichloromethane are added portionwise 42 parts of sodium hydrogen carbonate at 10° C. Then there are added dropwise, during a 15 minutes-period, 26 parts of acetic acid anhydride while cooling at 10° C. Upon completion, stirring is continued for 3 hours at room temperature. The precipitated product is filtered off, washed with water and crystallized from 2-propanol, yielding 37 par... Reactants: O=C([O-])[O-], CN(C)C=O, Cc1oc(-c2ccccc2)nc1COc1ccc(CCl)cc1, [K+], [K+], O, COC(=O)Cc1sc(S)nc1C. Yields the product COC(=O)Cc1sc(SCc2ccc(OCc3nc(-c4ccccc4)oc3C)cc2)nc1C. RXN SMILES: [C:35](=[O:36])([O-:37])[O-:38].[CH3:41][N:42]([CH3:43])[CH:44]=[O:45].[Cl:13][CH2:14][c:15]1[cH:16][cH:17][c:18]([O:19][CH2:20][c:21]2[n:22][c:23](-[c:27]3[cH:28][cH:29][cH:30][cH:31][cH:32]3)[o:24][c:25]2[CH3:26])[cH:33][cH:34]1.[K+:39].[K+:40].[OH2:46].[SH:1][c:2]1[s:3][c:4]([CH2:8][C:9](=[O:10])[O:11][CH3:12])[c:5]([CH3:7])[n:6]1>>[S:1]([c:2]1[s:3][c:4]([CH2:8][C:9](=[O:10])[O:11][CH3:12])[c:5]([CH3:7])[n:6]1)[CH2:14][c:15]1[cH:16][cH:17][c:18]([O:19][CH2:20][c:21]2[n:22][c:23](-[c:27]3[cH:28][cH:29][cH:30][cH:31][cH:32]3)[o:24][c:25]2[CH3:26])[cH:33][cH:34]1. Reactants: CCN(C(C)C)C(C)C, CC(C)C(N)C(=O)OCc1ccccc1, ClCCl, CCOC(C)=O, O=C(Cl)N1CCOCC1, Cc1ccc(S(=O)(=O)O)cc1. The product is CC(C)C(NC(=O)N1CCOCC1)C(=O)OCc1ccccc1. RXN SMILES: [CH2:10]([N:11]([CH:12]([CH3:13])[CH3:14])[CH:15]([CH3:16])[CH3:17])[CH3:18].[CH2:30]([c:31]1[cH:32][cH:33][cH:34][cH:35][cH:36]1)[O:37][C:38]([CH:39]([NH2:40])[CH:41]([CH3:42])[CH3:43])=[O:44].[CH2:45]([Cl:46])[Cl:47].[CH3:48][CH2:49][O:50][C:51](=[O:52])[CH3:53].[O:1]1[CH2:2][CH2:3][N:4]([C:7](=[O:8])[Cl:9])[CH2:5][CH2:6]1.[c:19]1([CH3:20])[cH:21][cH:22][c:23]([S:24]([OH:25])(=[O:26])=[O:27])[cH:28][cH:29]1>>[O:1]1[CH2:2][CH2:3][N:4]([C:7](=[O:8])[NH:40][CH:39]([C:38]([O:37][CH2:30][c:31]2[cH:32][cH:33][cH:34][cH:35][cH:36]2)=[O:44])[CH:41]([CH3:42])[CH3:43])[CH2:5][CH2:6]1. The reactants are CC(O)=S, C1CCOC1, CCOC(C)=O, OCc1snc(Cl)c1Cl, CC(C)OC(=O)N=NC(=O)OC(C)C, c1ccc(P(c2ccccc2)c2ccccc2)cc1. Product: CC(=S)OCc1snc(Cl)c1Cl. RXN SMILES: [C:43]([CH3:44])(=[S:45])[OH:46].[CH2:53]1[O:54][CH2:55][CH2:56][CH2:57]1.[CH3:47][CH2:48][O:49][C:50](=[O:51])[CH3:52].[Cl:34][c:35]1[n:36][s:37][c:38]([CH2:41][OH:42])[c:39]1[Cl:40].[O:20]=[C:21]([O:22][CH:23]([CH3:24])[CH3:25])[N:26]=[N:27][C:28]([O:29][CH:30]([CH3:31])[CH3:32])=[O:33].[c:1]1([P:2]([c:3]2[cH:4][cH:5][cH:6][cH:7][cH:8]2)[c:9]2[cH:10][cH:11][cH:12][cH:13][cH:14]2)[cH:15][cH:16][cH:17][cH:18][cH:19]1>>[Cl:34][c:35]1[n:36][s:37][c:38]([CH2:41][O:42][C:43]([CH3:44])=[S:45])[c:39]1[Cl:40]. The reactants are OC1CCN(Cc2ccccc2)CC1, C1CCOC1, O=C(O)c1ccc([N+](=O)[O-])cn1. The product is O=C(OC1CCN(Cc2ccccc2)CC1)c1ccc([N+](=O)[O-])cn1. Reaction SMILES: [CH2:13]([c:14]1[cH:15][cH:16][cH:17][cH:18][cH:19]1)[N:20]1[CH2:21][CH2:22][CH:23]([OH:26])[CH2:24][CH2:25]1.[CH2:27]1[O:28][CH2:29][CH2:30][CH2:31]1.[N+:1](=[O:2])([O-:3])[c:4]1[cH:5][cH:6][c:7]([C:10](=[O:11])[OH:12])[n:8][cH:9]1>>[N+:1](=[O:2])([O-:3])[c:4]1[cH:5][cH:6][c:7]([C:10](=[O:11])[O:12][CH:23]2[CH2:22][CH2:21][N:20]([CH2:13][c:14]3[cH:15][cH:16][cH:17][cH:18][cH:19]3)[CH2:25][CH2:24]2)[n:8][cH:9]1.